This data is from the Open Reaction Database (ORD), a public repository of structured organic reaction records. The task is: describe an organic reaction: reactants, conditions, products, and yield Reactants: FC(C(=O)O)(F)F.CC1(OB(OC1(C)C)C=1C=CC2=C(C=NCCO2)C1)C (7-(4,4,5,5-tetramethyl-1,3,2-dioxaborolan-2-yl)-2,3-dihydro-1,4-benzoxazepine trifluoroacetate salt), ClC1=NC=NC(=C1CC1=CC=C(C=C1)F)C (4-chloro-5-[(4-fluorophenyl)methyl]-6-methylpyrimidine), C(C)(C)N(C(C)C)CC (N,N-diisopropylethylamine). The solvent is CN1C(CCC1)=O (N-methyl-2-pyrrolidone). Product: FC1=CC=C(C=C1)CC=1C(=NC=NC1C)N1CCOC2=C(C1)C=C(C=C2)B2OC(C(O2)(C)C)(C)C (4-{5-[(4-fluorophenyl)methyl]-6-methylpyrimidin-4-yl}-7-(4,4,5,5-tetramethyl-1,3,2-dioxaborolan-2-yl)-2,3,4,5-tetrahydro-1,4-benzoxazepine). Yield: 42.0%. As a reaction SMILES: FC(F)(F)C(O)=O.[CH3:8][C:9]1([CH3:27])[C:13]([CH3:15])([CH3:14])[O:12][B:11]([C:16]2[CH:17]=[CH:18][C:19]3[O:25][CH2:24][CH2:23][N:22]=[CH:21][C:20]=3[CH:26]=2)[O:10]1.Cl[C:29]1[C:34]([CH2:35][C:36]2[CH:41]=[CH:40][C:39]([F:42])=[CH:38][CH:37]=2)=[C:33]([CH3:43])[N:32]=[CH:31][N:30]=1.C(N(CC)C(C)C)(C)C>CN1CCCC1=O>[F:42][C:39]1[CH:38]=[CH:37][C:36]([CH2:35][C:34]2[C:29]([N:22]3[CH2:21][C:20]4[CH:26]=[C:16]([B:11]5[O:10][C:9]([CH3:27])([CH3:8])[C:13]([CH3:14])([CH3:15])[O:12]5)[CH:17]=[CH:18][C:19]=4[O:25][CH2:24][CH2:23]3)=[N:30][CH:31]=[N:32][C:33]=2[CH3:43])=[CH:41][CH:40]=1 |f:0.1|. Procedure: A mixture of 7-(4,4,5,5-tetramethyl-1,3,2-dioxaborolan-2-yl)-2,3-dihydro-1,4-benzoxazepine trifluoroacetate salt (2.9 g, 8.00 mmol, 4-chloro-5-[(4-fluorophenyl)methyl]-6-methylpyrimidine (reagent preparation 5) (1.9 g, 8.00 mmol) and N,N-diisopropylethylamine (7.0 mL, 40.0 mmol) in N-methyl-2-pyrrolidone (10 mL) was reacted in a microwave apparatus (250 W) for 2 h at 150° C. After cooling to room temperature the reaction mixture was partitioned between ethyl acetate (500 mL) and brine (100 mL). ... The reactants are Intermediate 1, C1(CCCCC1)CN1CCNCC1 (1-cyclohexylmethyl piperazine), O1C(C1)COS(=O)(=O)C1=CC(=CC=C1)[N+](=O)[O-] ((±)-3-nitro-benzenesulfonic acid oxiranylmethyl ester). Yields the product C1(CCCCC1)CN1CCN(CC1)CC1OC1 ((±)-1-(Cyclohexylmethyl)-4-(oxiran-2-ylmethyl)piperazine). The yield is 92.0%. RXN SMILES: [CH:1]1([CH2:7][N:8]2[CH2:13][CH2:12][NH:11][CH2:10][CH2:9]2)[CH2:6][CH2:5][CH2:4][CH2:3][CH2:2]1.[O:14]1[CH2:16][CH:15]1[CH2:17]OS(C1C=CC=C([N+]([O-])=O)C=1)(=O)=O>>[CH:1]1([CH2:7][N:8]2[CH2:9][CH2:10][N:11]([CH2:17][CH:15]3[CH2:16][O:14]3)[CH2:12][CH2:13]2)[CH2:2][CH2:3][CH2:4][CH2:5][CH2:6]1. Procedure: The same method as employed in the preparation of Intermediate 1 but starting from 1-cyclohexylmethyl piperazine and (±)-3-nitro-benzenesulfonic acid oxiranylmethyl ester gives after flash chromatography the title compound as a yellow oil in a 92% yield. The reactants are ClC1=C(C=CC(=C1)Cl)S(=O)(=O)NCC(C(NC(CC1=CC=C(C=C1)Cl)C(N(C(C)C)CC(OCC)OCC)=O)=O)NC(OCC1=CC=CC=C1)=O (benzyl (2-(2,4-dichlorobenzenesulfonylamino)-1-{2-(4-chlorophenyl)-1-[(2,2-diethoxyethyl)isopropylcarbamoyl]ethylcarbamoyl}ethyl)carbamate), C(=O)O (formic acid). Reaction conditions: time 5 hour. Product: ClC1=CC=C(CC2C(N(CC3N2C(C(CN3S(=O)(=O)C3=C(C=C(C=C3)Cl)Cl)NC(OCC3=CC=CC=C3)=O)=O)C(C)C)=O)C=C1 (Benzyl [6-(4-chlorobenzyl)-1-(2,4-dichlorobenzenesulfonyl)-8-isopropyl-4,7-dioxooctahydropyrazino[1,2-a]pyrimidin-3-yl]carbamate). As a reaction SMILES: [Cl:1][C:2]1[CH:7]=[C:6]([Cl:8])[CH:5]=[CH:4][C:3]=1[S:9]([NH:12][CH2:13][CH:14]([NH:41]C(=O)OCC1C=CC=CC=1)[C:15](=[O:40])[NH:16][CH:17]([C:26](=[O:39])[N:27]([CH2:31][CH:32](OCC)OCC)[CH:28]([CH3:30])[CH3:29])[CH2:18][C:19]1[CH:24]=[CH:23][C:22]([Cl:25])=[CH:21][CH:20]=1)(=[O:11])=[O:10].[CH:52]([OH:54])=[O:53]>>[Cl:25][C:22]1[CH:21]=[CH:20][C:19]([CH2:18][CH:17]2[N:16]3[C:15](=[O:40])[CH:14]([NH:41][C:52](=[O:54])[O:53][CH2:18][C:19]4[CH:24]=[CH:23][CH:22]=[CH:21][CH:20]=4)[CH2:13][N:12]([S:9]([C:3]4[CH:4]=[CH:5][C:6]([Cl:8])=[CH:7][C:2]=4[Cl:1])(=[O:11])=[O:10])[CH:32]3[CH2:31][N:27]([CH:28]([CH3:29])[CH3:30])[C:26]2=[O:39])=[CH:24][CH:23]=1. Procedure details: A solution of 218 mg of benzyl (2-(2,4-dichlorobenzenesulfonylamino)-1-{2-(4-chlorophenyl)-1-[(2,2-diethoxyethyl)isopropylcarbamoyl]ethylcarbamoyl}ethyl)carbamate in 3 ml of formic acid is stirred at room temperature for 12 h and then at 55° C. for 5 h. The reaction solution is concentrated under reduced pressure, and the residue is separated by HPLC (Knauer Eurospher-100-10-C18, water (0.1% trifluoroacetic acid)/acetonitrile (0.1% trifluoroacetic acid)=80/20→10/90). The desired product is obtai... The reactants are ClC1=C(C=O)C=CC=C1Cl (2,3-dichlorobenzaldehyde), O=C(CC(=O)OC1CCCC1)C (cyclopentyl 3-oxobutanoate). Reagents/catalysts: N1CCCCC1 (piperidine), C(CCCCC)(=O)O (hexanoic acid). Run in C1=CC=CC=C1 (benzene). Product: ClC1=C(C=CC=C1Cl)C=C(C(=O)OC1CCCC1)C(C)=O (Cyclopentyl 2-(2,3-dichlorophenylmethylene)-3-oxobutanoate). Isolated yield 109.0%. Reaction SMILES: [Cl:1][C:2]1[C:9]([Cl:10])=[CH:8][CH:7]=[CH:6][C:3]=1[CH:4]=O.[O:11]=[C:12]([CH3:22])[CH2:13][C:14]([O:16][CH:17]1[CH2:21][CH2:20][CH2:19][CH2:18]1)=[O:15]>N1CCCCC1.C(O)(=O)CCCCC.C1C=CC=CC=1>[Cl:1][C:2]1[C:9]([Cl:10])=[CH:8][CH:7]=[CH:6][C:3]=1[CH:4]=[C:13]([C:12](=[O:11])[CH3:22])[C:14]([O:16][CH:17]1[CH2:18][CH2:19][CH2:20][CH2:21]1)=[O:15]. Procedure: A solution of 2,3-dichlorobenzaldehyde (2.5 g, 14.3 mmoles), cyclopentyl 3-oxobutanoate (2.42 g, 14.3 mmoles), piperidine (8 drops) and hexanoic acid (11 drops) in dry benzene (80 ml) was heated at reflux for 4 hours using a Dean and Stark apparatus. The solution was allowed to cool to room temperature and the solvent removed in vacuo to leave the sub-title compound as an oil 5.1 g. Starting materials: COC(=O)c1sc(C(C)(C)C)cc1NC(=O)Nc1ccccc1[N+](=O)[O-], CO. Yields the product COC(=O)c1sc(C(C)(C)C)cc1NC(=O)Nc1ccccc1N. Reaction SMILES: [C:1](=[O:2])([O:3][CH3:4])[c:5]1[s:6][c:7]([C:23]([CH3:24])([CH3:25])[CH3:26])[cH:8][c:9]1[NH:10][C:11](=[O:12])[NH:13][c:14]1[c:15]([N+:20]([O-:21])=[O:22])[cH:16][cH:17][cH:18][cH:19]1.[CH3:27][OH:28]>>[C:1](=[O:2])([O:3][CH3:4])[c:5]1[s:6][c:7]([C:23]([CH3:24])([CH3:25])[CH3:26])[cH:8][c:9]1[NH:10][C:11](=[O:12])[NH:13][c:14]1[c:15]([NH2:20])[cH:16][cH:17][cH:18][cH:19]1. Starting materials: CN(CCO)C (2-(Dimethylamino)ethanol), C(C)(=O)N1[C@H](C[C@H](C2=CC(=CC=C12)C1=CC=C(C(=O)O)C=C1)NC1=CC=C(C=C1)Cl)C (4-{(2S,4R)-1-Acetyl-4-[(4-chlorophenyl)amino]-2-methyl-1,2,3,4-tetrahydro-6-quinolinyl}benzoic acid), Intermediate 18, C1CCC(CC1)N=C=NC2CCCCC2 (DCC), crude product. The reagents and catalysts are CN(C)C=1C=CN=CC1 (DMAP), C(Cl)Cl (DCM). Solvent: C(Cl)Cl (DCM), C(Cl)Cl (DCM), C(Cl)Cl (DCM). Conditions: time 5 minute. Product: Cl.C(C)(=O)N1[C@H](C[C@H](C2=CC(=CC=C12)C1=CC=C(C(=O)OCCN(C)C)C=C1)NC1=CC=C(C=C1)Cl)C (2-(Dimethylamino)ethyl 4-((2S,4R)-1-acetyl-4-((4-chlorophenyl)amino)-2-methyl-1,2,3,4-tetrahydroquinolin-6-yl)benzoate hydrochloride). As a reaction SMILES: [C:1]([N:4]1[C:13]2[C:8](=[CH:9][C:10]([C:14]3[CH:22]=[CH:21][C:17]([C:18]([OH:20])=[O:19])=[CH:16][CH:15]=3)=[CH:11][CH:12]=2)[C@H:7]([NH:23][C:24]2[CH:29]=[CH:28][C:27]([Cl:30])=[CH:26][CH:25]=2)[CH2:6][C@@H:5]1[CH3:31])(=[O:3])[CH3:2].C1CCC(N=C=NC2CCCCC2)CC1.[CH3:47][N:48]([CH3:52])[CH2:49][CH2:50]O>C(Cl)Cl.CN(C1C=CN=CC=1)C>[ClH:30].[C:1]([N:4]1[C:13]2[C:8](=[CH:9][C:10]([C:14]3[CH:22]=[CH:21][C:17]([C:18]([O:20][CH2:50][CH2:49][N:48]([CH3:52])[CH3:47])=[O:19])=[CH:16][CH:15]=3)=[CH:11][CH:12]=2)[C@H:7]([NH:23][C:24]2[CH:25]=[CH:26][C:27]([Cl:30])=[CH:28][CH:29]=2)[CH2:6][C@@H:5]1[CH3:31])(=[O:3])[CH3:2] |f:5.6|. Procedure: 4-{(2S,4R)-1-Acetyl-4-[(4-chlorophenyl)amino]-2-methyl-1,2,3,4-tetrahydro-6-quinolinyl}benzoic acid (for a preparation see Intermediate 18 ((100 mg, 0.230 mmol) was suspended in DCM (1 mL). DMAP (33.7 mg, 0.276 mmol) and DCC (52.2 mg, 0.253 mmol) were added and the mixture was stirred for 5 min producing a clear yellow solution. 2-(Dimethylamino)ethanol (20.5 mg, 0.230 mmol) in DCM (0.5 mL) was subsequently added and the reaction stirred at room temperature overnight. The reaction was diluted wi... The reactants are [Ag+2], Cc1cc(O)nc(C)c1Br, O=C([O-])[O-], CCI, ClC(Cl)Cl. The product is CCOc1cc(C)c(Br)c(C)n1. RXN SMILES: [Ag+2:22].[Br:1][c:2]1[c:3]([CH3:10])[cH:4][c:5]([OH:9])[n:6][c:7]1[CH3:8].[C:18](=[O:19])([O-:20])[O-:21].[CH2:11]([CH3:12])[I:13].[CH:14]([Cl:15])([Cl:16])[Cl:17]>>[Br:1][c:2]1[c:3]([CH3:10])[cH:4][c:5]([O:9][CH2:11][CH3:12])[n:6][c:7]1[CH3:8].